The task is: describe an organic reaction: reactants, conditions, products, and yield. This data is from the Open Reaction Database (ORD), a public repository of structured organic reaction records. The reactants are CC(C)C[AlH]CC(C)C (DIBAL-H), [Cl-].[Na+] (sodium chloride), C(C)OC(=O)C1CCC2(OCCO2)CC1 (1,4-dioxa-spiro[4.5]decane-8-carboxylic acid ethyl ester), CO (Methanol). The solvent is C1(=CC=CC=C1)C (toluene), C(C)(=O)OCC (ethyl acetate), C1(=CC=CC=C1)C (toluene). Yields the product O1CCOC12CCC(CC2)C=O (1,4-dioxa-spiro[4.5]decane-8-carbaldehyde). As a reaction SMILES: C([O:3][C:4]([CH:6]1[CH2:15][CH2:14][C:9]2([O:13][CH2:12][CH2:11][O:10]2)[CH2:8][CH2:7]1)=O)C.CC(C[AlH]CC(C)C)C.CO.[Cl-].[Na+]>C1(C)C=CC=CC=1.C(OCC)(=O)C>[O:10]1[C:9]2([CH2:14][CH2:15][CH:6]([CH:4]=[O:3])[CH2:7][CH2:8]2)[O:13][CH2:12][CH2:11]1 |f:3.4|. Procedure details: A solution of 1,4-dioxa-spiro[4.5]decane-8-carboxylic acid ethyl ester (5.4 g, 25.2 mmol, prepared as in STEP A above) in anhydrous toluene (25 mL) was cooled to −78° C. under an argon atmosphere. To the resulting solution was added a solution of DIBAL-H (26 mL, 1N DIBAL-H in toluene, 26 mmol) in toluene while ensuring the inside temperature was kept between −60 to −70° C. Methanol (25 mL) was added slowly and the resulting mixture was allowed to warm to room temperature, then treated with aqueo... Starting materials: Cl.N12CC3[C@H](C(CC(C1)C3)C2)N ((4r)-1-azatricyclo[3.3.1.13,7]dec-4-ylamine hydrochloride), N1C=CC2=CC=C(C=C12)C(=O)O (indole-6-carboxylic acid), N (NH3). Product: Cl.N12CC3[C@H](C(CC(C1)C3)C2)NC(=O)C2=CC=C3C=CNC3=C2 (1H-Indole-6-carboxylic acid(4r)-(1-azatricyclo[3.3.1.13,7]dec-4-yl)-amide hydrochloride). As a reaction SMILES: [ClH:1].[N:2]12[CH2:11][CH:6]3[CH2:7][CH:8]([CH2:10][CH:4]([C@H:5]3[NH2:12])[CH2:3]1)[CH2:9]2.[NH:13]1[C:21]2[C:16](=[CH:17][CH:18]=[C:19]([C:22](O)=[O:23])[CH:20]=2)[CH:15]=[CH:14]1.N>>[ClH:1].[N:2]12[CH2:11][CH:6]3[CH2:7][CH:8]([CH2:10][CH:4]([C@H:5]3[NH:12][C:22]([C:19]3[CH:20]=[C:21]4[C:16]([CH:15]=[CH:14][NH:13]4)=[CH:17][CH:18]=3)=[O:23])[CH2:3]1)[CH2:9]2 |f:0.1,4.5|. Procedure details: Prepared from (4r)-1-azatricyclo[3.3.1.13,7]dec-4-ylamine hydrochloride and indole-6-carboxylic acid (Lancaster) according to methods A and C; yield 59 mg, 0.17 mmol (48%): 1H NMR (300 MHz, methanol-d4) δ 2.12-2.30 (m, 6H), 2.49 (s, 2H), 3.49 (d, J=12 Hz, 2H), 3.56 (s, 2H), 3.85 (d, J=13 Hz, 2H), 4.29 (s, 1H), 7.41 (d, J=3 Hz, 1H), 7.55 (dd, J=8, 2 Hz, 1H), 7.62 (d, J=12 Hz, 1H), 7.94-8.04 (m, 1H), 8.22 (d, J=5 Hz, 1H); MS (DCI/NH3) m/z 296 (M+H)+; Anal. C18H21N3O.HCl.0.75H2O: C, H, N. Reactants: FC1=CC=C(C=C1)C(C1=C2C(=C(N=C1)C(=O)OC)OC(OC2)(C)C)O (methyl 5-((4-fluorophenyl)(hydroxy)methyl)-2,2-dimethyl-4H-[1,3]dioxino[4,5-c]pyridine-8-carboxylate), O (Water), C[Si](C)(C)[N-][Si](C)(C)C.[Li+] (lithium bis(trimethylsilyl)amide), Cl.CNO (N-methylhydroxylamine hydrochloride). Solvent: O1CCCC1 (tetrahydrofuran), O1CCCC1 (tetrahydrofuran). Reaction conditions: temperature 78 celsius, time 10 minute. Yields the product FC1=CC=C(C=C1)C(C1=C2C(=C(N=C1)C(=O)N(C)O)OC(OC2)(C)C)O (5-((4-fluorophenyl)(hydroxy)methyl)-N-hydroxy-N,2,2-trimethyl-4H-[1,3]dioxino[4,5-c]pyridine-8-carboxamide). The yield is 13.7%. Reaction SMILES: C[Si]([N-][Si](C)(C)C)(C)C.[Li+].Cl.[CH3:12][NH:13][OH:14].[F:15][C:16]1[CH:21]=[CH:20][C:19]([CH:22]([OH:39])[C:23]2[CH:28]=[N:27][C:26]([C:29]([O:31]C)=O)=[C:25]3[O:33][C:34]([CH3:38])([CH3:37])[O:35][CH2:36][C:24]=23)=[CH:18][CH:17]=1.O>O1CCCC1>[F:15][C:16]1[CH:17]=[CH:18][C:19]([CH:22]([OH:39])[C:23]2[CH:28]=[N:27][C:26]([C:29]([N:13]([OH:14])[CH3:12])=[O:31])=[C:25]3[O:33][C:34]([CH3:38])([CH3:37])[O:35][CH2:36][C:24]=23)=[CH:20][CH:21]=1 |f:0.1,2.3|. Reported procedure: 1.8 mL of lithium bis(trimethylsilyl)amide solution (1.809 mmol, 9 eq, 1M in tetrahydrofuran) was added to 0.041 g of N-methylhydroxylamine hydrochloride (0.249 mmol, 1.1 eq.) in 5.0 mL of tetrahydrofuran (−78° C.) and stirred for 10 min at 78° C. 0.070 g of methyl 5-((4-fluorophenyl)(hydroxy)methyl)-2,2-dimethyl-4H-[1,3]dioxino[4,5-c]pyridine-8-carboxylate solution (0.201 mmol, 1 eq.) in 3.0 mL of tetrahydrofuran was then added followed by stirring for 30 min at −78° C. Water was then added to ... Starting materials: OC=1C=C2C=CNC2=CC1 (5-hydroxyindole), C1(=CC=CC=C1)P(C1=CC=CC=C1)C1=CC=CC=C1 (triphenylphosphine), N(=NC(=O)OCC)C(=O)OCC (diethyl azodicarboxylate), C(C)(C)(C)OCCO (ethylene glycol mono-t-butyl ether), resultant mixture. The solvent is O (water), C(Cl)Cl (methylene chloride). Run at temperature 0 celsius, time 20 minute. Product: C(C)(C)(C)OCCOC=1C=C2C=CNC2=CC1 (5-(2-(tert-butoxy)ethoxy)-1H-indole). The yield is 36.3%. RXN SMILES: C1(P(C2C=CC=CC=2)C2C=CC=CC=2)C=CC=CC=1.N(C(OCC)=O)=NC(OCC)=O.[C:32]([O:36][CH2:37][CH2:38][OH:39])([CH3:35])([CH3:34])[CH3:33].O[C:41]1[CH:42]=[C:43]2[C:47](=[CH:48][CH:49]=1)[NH:46][CH:45]=[CH:44]2>C(Cl)Cl.O>[C:32]([O:36][CH2:37][CH2:38][O:39][C:41]1[CH:42]=[C:43]2[C:47](=[CH:48][CH:49]=1)[NH:46][CH:45]=[CH:44]2)([CH3:35])([CH3:34])[CH3:33]. Reported procedure: Add triphenylphosphine (600 mg, 2.29 mmol) to a solution of diethyl azodicarboxylate (0.36 mL, 2.29 mmol) in methylene chloride (10 ml) at 0° C. followed by ethylene glycol mono-t-butyl ether (0.30 mL, 2.29 mmol), and stir the mixture for 20 minutes at 0° C. Add 5-hydroxyindole (200 mg, 1.5 mmol), remove the cold bath, and stir for 5 hours. Add water (2 mL), transfer the resultant mixture to a separatory funnel, and separate the layers. Wash the organic layer with 0.1 N aqueous HCl and brine, th... Starting materials: ClC1=CC=CC=2N1N=C(C2C2=NC(=NC=C2)S(=O)C)C2=NC(=NC=C2)S(=O)C (7-chloro-2,3-bis[2-(methylsulfinyl)pyrimidin-4-yl]pyrazolo[1,5-a]pyridine), C(C1=CC=CC=C1)N (benzylamine). Yields the product C(C1=CC=CC=C1)NC1=CC=CC=2N1N=C(C2C2=NC(=NC=C2)NCC2=CC=CC=C2)C2=NC(=NC=C2)NCC2=CC=CC=C2 (N-Benzyl-2,3-bis[2-(benzylamino)pyrimidin-4-yl]pyrazolo[1,5-a]pyridin-7-amine). Reaction SMILES: Cl[C:2]1[N:7]2[N:8]=[C:9]([C:20]3[CH:25]=[CH:24][N:23]=[C:22](S(C)=O)[N:21]=3)[C:10]([C:11]3[CH:16]=[CH:15][N:14]=[C:13](S(C)=O)[N:12]=3)=[C:6]2[CH:5]=[CH:4][CH:3]=1.[CH2:29]([NH2:36])[C:30]1[CH:35]=[CH:34][CH:33]=[CH:32][CH:31]=1>>[CH2:29]([NH:36][C:2]1[N:7]2[N:8]=[C:9]([C:20]3[CH:25]=[CH:24][N:23]=[C:22]([NH:36][CH2:29][C:30]4[CH:35]=[CH:34][CH:33]=[CH:32][CH:31]=4)[N:21]=3)[C:10]([C:11]3[CH:16]=[CH:15][N:14]=[C:13]([NH:36][CH2:29][C:30]4[CH:35]=[CH:34][CH:33]=[CH:32][CH:31]=4)[N:12]=3)=[C:6]2[CH:5]=[CH:4][CH:3]=1)[C:30]1[CH:35]=[CH:34][CH:33]=[CH:32][CH:31]=1. Reported procedure: N-Benzyl-2,3-bis[2-(benzylamino)pyrimidin-4-yl]pyrazolo[1,5-a]pyridin-7-amine was prepared by treating 7-chloro-2,3-bis[2-(methylsulfinyl)pyrimidin-4-yl]pyrazolo[1,5-a]pyridine with benzylamine as described in Example 7. 1H NMR, (400 MHz, CDCl3): δ 8.37 (d, 1H), 8.02 (d, 1H), 7.16–7.40 (m, 16H), 7.12 (t, 1H), 7.02 (bs, 1H), 6.63 (d, 1H), 6.48 (t, 1H), 5.96 (d, 1H), 5.58 (bs, 1H), 5.46 (1H), 4.65 (d, 2H), 4.38–4.62 (m, 4H); MS m/z 590 (M+1). Reactants: IC=1C(=NOC1C)C (4-iodo-3,5-dimethylisoxazole), intermediate 1, C(=O)([O-])[O-].[Na+].[Na+] (Na2CO3), intermediate 1, NC=1C=C(C=CC1)B(O)O ((3-aminophenyl)boronic acid). The reagents and catalysts are [Pd].C1(=CC=CC=C1)P(C1=CC=CC=C1)C1=CC=CC=C1.C1(=CC=CC=C1)P(C1=CC=CC=C1)C1=CC=CC=C1.C1(=CC=CC=C1)P(C1=CC=CC=C1)C1=CC=CC=C1.C1(=CC=CC=C1)P(C1=CC=CC=C1)C1=CC=CC=C1 (tetrakis(triphenylphosphine) palladium(0)), [Pd].C1(=CC=CC=C1)P(C1=CC=CC=C1)C1=CC=CC=C1.C1(=CC=CC=C1)P(C1=CC=CC=C1)C1=CC=CC=C1.C1(=CC=CC=C1)P(C1=CC=CC=C1)C1=CC=CC=C1.C1(=CC=CC=C1)P(C1=CC=CC=C1)C1=CC=CC=C1 (tetrakis(triphenylphosphine) palladium(0)). Run in O (water), O (water), COCCOC (DME). Product: CC1=NOC(=C1C=1C=C(N)C=CC1)C (3-(3,5-Dimethyl-4-isoxazolyl)aniline). The yield is 85.0%. RXN SMILES: I[C:2]1[C:3]([CH3:8])=[N:4][O:5][C:6]=1[CH3:7].[NH2:9][C:10]1[CH:11]=[C:12](B(O)O)[CH:13]=[CH:14][CH:15]=1.C([O-])([O-])=O.[Na+].[Na+]>COCCOC.O.[Pd].C1(P(C2C=CC=CC=2)C2C=CC=CC=2)C=CC=CC=1.C1(P(C2C=CC=CC=2)C2C=CC=CC=2)C=CC=CC=1.C1(P(C2C=CC=CC=2)C2C=CC=CC=2)C=CC=CC=1.C1(P(C2C=CC=CC=2)C2C=CC=CC=2)C=CC=CC=1>[CH3:8][C:3]1[C:2]([C:14]2[CH:15]=[C:10]([CH:11]=[CH:12][CH:13]=2)[NH2:9])=[C:6]([CH3:7])[O:5][N:4]=1 |f:2.3.4,7.8.9.10.11|. Procedure details: To a solution of 4-iodo-3,5-dimethylisoxazole (for a preparation see intermediate 1, 142 g, 640 mmol, 1 eq.) and (3-aminophenyl)boronic acid (100 g, 640 mmol, 1 eq.) in DME (600 ml) were added tetrakis(triphenylphosphine) palladium(0) (18.5 g, 16 mol) and a solution of Na2CO3 (203.5 g, 192 mmol, 3 eq.) in water (750 ml). The mixture was heated under reflux for 24 h. To complete the reaction intermediate 1 (0.2 eq.) and tetrakis(triphenylphosphine) palladium(0) (5 g) were added and the mixture wa... Reactants: 122, CCC([BH-](C(CC)C)C(CC)C)C.[Li+] (L-Selectride), CC(C)(C)[S@@](=O)N ((R)-2-methylpropane-2-sulfinamide), Ti(OEt)4, O1C(CCCC1)N1C=NC2=C1C=CC(=C2)C(C)=O (1-(1-(tetrahydro-2H-pyran-2-yl)-1H-benzo[d]imidazol-5-yl)ethanone), CO (MeOH). The solvent is [Cl-].[Na+].O (brine), C1CCOC1 (THF). Conditions: temperature 75 celsius. The product is CC(C)(C)[S@](=O)N[C@@H](C)C1=CC2=C(N(C=N2)C2OCCCC2)C=C1 ((S)-2-methyl-N-((1S)-1-(1-(tetrahydro-2H-pyran-2-yl)-1H-benzo[d]imidazol-5-yl)ethyl)propane-2-sulfinamide). Yield: 49.9%. As a reaction SMILES: [CH3:1][C:2]([S@:5]([NH2:7])=[O:6])([CH3:4])[CH3:3].[O:8]1[CH2:13][CH2:12][CH2:11][CH2:10][CH:9]1[N:14]1[C:18]2[CH:19]=[CH:20][C:21]([C:23](=O)[CH3:24])=[CH:22][C:17]=2[N:16]=[CH:15]1.CCC(C)[BH-](C(C)CC)C(C)CC.[Li+].CO>C1COCC1.[Cl-].[Na+].O>[CH3:1][C:2]([S@@:5]([NH:7][C@H:23]([C:21]1[CH:20]=[CH:19][C:18]2[N:14]([CH:9]3[CH2:10][CH2:11][CH2:12][CH2:13][O:8]3)[CH:15]=[N:16][C:17]=2[CH:22]=1)[CH3:24])=[O:6])([CH3:4])[CH3:3] |f:2.3,6.7.8|. Reported procedure: To a solution of (R)-2-methylpropane-2-sulfinamide (6.9 g, 57.31 mmol) and Ti(OEt)4 (26.1 g, 114.62 mmol) in THF (200 mL) at RT was added 82 (14 g, 57.31 mmol). The reaction mixture was heated to 75° C. overnight. After MS analysis indicated complete conversion of 122, the mixture was cooled to RT and then to −48.0° C. L-Selectride (172 mL, 1M solution in THF) was added dropwise. The reaction mixture was warmed. When the reduction was complete the reaction mixture was cooled to 0° C. and MeOH wa... Starting materials: COCCN(C)c1ccc(OC)cc1, [K+], NC(N)=O, O=[N+]([O-])[O-], O=S(=O)(O)O. Product: COCCN(C)c1ccc(OC)c([N+](=O)[O-])c1. Reaction SMILES: [CH3:1][O:2][CH2:3][CH2:4][N:5]([CH3:6])[c:7]1[cH:8][cH:9][c:10]([O:13][CH3:14])[cH:11][cH:12]1.[K+:19].[NH2:15][C:16](=[O:17])[NH2:18].[O-:20][N+:21]([O-:22])=[O:23].[S:24](=[O:25])(=[O:26])([OH:27])[OH:28]>>[CH3:1][O:2][CH2:3][CH2:4][N:5]([CH3:6])[c:7]1[cH:8][cH:9][c:10]([O:13][CH3:14])[c:11]([N+:21](=[O:20])[O-:22])[cH:12]1.